From a dataset of the Open Reaction Database (ORD), a public repository of structured organic reaction records. describe an organic reaction: reactants, conditions, products, and yield Starting materials: [BH4-], CCOC(C)=O, CO, COc1cc(Nc2c(C#N)cnc3cc(-c4ccc(C=O)cc4)ccc23)c(Cl)cc1Cl, [Na+]. Yields the product COc1cc(Nc2c(C#N)cnc3cc(-c4ccc(CO)cc4)ccc23)c(Cl)cc1Cl. RXN SMILES: [BH4-:32].[CH3:34][CH2:35][O:36][C:37](=[O:38])[CH3:39].[CH3:40][OH:41].[Cl:1][c:2]1[c:3]([NH:4][c:5]2[c:6]([C:23]#[N:24])[cH:7][n:8][c:9]3[cH:10][c:11](-[c:15]4[cH:16][cH:17][c:18]([CH:21]=[O:22])[cH:19][cH:20]4)[cH:12][cH:13][c:14]23)[cH:25][c:26]([O:30][CH3:31])[c:27]([Cl:29])[cH:28]1.[Na+:33]>>[Cl:1][c:2]1[c:3]([NH:4][c:5]2[c:6]([C:23]#[N:24])[cH:7][n:8][c:9]3[cH:10][c:11](-[c:15]4[cH:16][cH:17][c:18]([CH2:21][OH:22])[cH:19][cH:20]4)[cH:12][cH:13][c:14]23)[cH:25][c:26]([O:30][CH3:31])[c:27]([Cl:29])[cH:28]1.